Dataset: the Open Reaction Database (ORD), a public repository of structured organic reaction records. Task: describe an organic reaction: reactants, conditions, products, and yield The reactants are F[B-](F)(F)F.N#[O+] (nitrosonium tetrafluoroborate), C(C)OP(OCC)(=O)C(P(OCC)(OCC)=O)NC1=NC=C(C=C1)N ([(5-amino-2-pyridinyl)aminomethylene]bis[phosphonic acid] tetraethyl ester), [S-2].[Na+].[Na+] (sodium sulfide). The solvent is C(Cl)Cl (methylene chloride). Run at time 3 hour. Product: C(C)OP(OCC)(=O)C(P(OCC)(OCC)=O)NC1=NC=C(C=C1)S ([(5-Mercapto-2-pyridinyl)aminomethylene]bis[phosphonic acid] tetraethyl ester). RXN SMILES: F[B-](F)(F)F.N#[O+].[CH2:8]([O:10][P:11]([CH:16]([NH:25][C:26]1[CH:31]=[CH:30][C:29](N)=[CH:28][N:27]=1)[P:17](=[O:24])([O:21][CH2:22][CH3:23])[O:18][CH2:19][CH3:20])(=[O:15])[O:12][CH2:13][CH3:14])[CH3:9].[S-2:33].[Na+].[Na+]>C(Cl)Cl>[CH2:8]([O:10][P:11]([CH:16]([NH:25][C:26]1[CH:31]=[CH:30][C:29]([SH:33])=[CH:28][N:27]=1)[P:17](=[O:24])([O:21][CH2:22][CH3:23])[O:18][CH2:19][CH3:20])(=[O:15])[O:12][CH2:13][CH3:14])[CH3:9] |f:0.1,3.4.5|. Procedure: To nitrosonium tetrafluoroborate (NOBF4) (22 mg, 0.19 mmol) in methylene chloride (6 ml) at room temperature is added [(5-amino-2-pyridinyl)aminomethylene]bis[phosphonic acid] tetraethyl ester (75 mg, 0.19 mmol). The reaction mixture is stirred 3 hours then concentrated under reduced pressure. The crude residue is dissolved in acetonitrile (6 ml) and sodium sulfide (46 mg, 0.19 mmol) is added. After stirring 12 hours at room temperature, the reaction is quenched by the addition of water and the ... The reactants are ClCC(=O)C1CCCC1 (2-chloro-1-cyclopentylethanone), C(C)OC(CN1N=C(C2=C(NC1=O)C=CC=C2)C2CCCCC2)=O ((5-cyclohexyl-2-oxo-1,2-dihydro-benzo[e][1,2,4]triazepin-3-yl)-acetic acid ethyl ester), C([O-])([O-])=O.[K+].[K+] (potassium carbonate). Reagents/catalysts: [I-].C(CCC)[N+](CCCC)(CCCC)CCCC (tetrabutylammonium iodide). The solvent is CC(C)(C)OC (MTBE), CN(C)C=O (DMF). Run at time 1 hour. Product: C1(CCCCC1)C=1C2=C(N(C(N(N1)CC(=O)O)=O)CC(=O)C1CCCC1)C=CC=C2 ([5-Cyclohexyl-1-(2-cyclopentyl-2-oxo-ethyl)-2-oxo-1,2-dihydro-benzo[e][1,2,4]triazepin-3-yl]-acetic acid). RXN SMILES: C([O:3][C:4](=[O:24])[CH2:5][N:6]1[C:12](=[O:13])[NH:11][C:10]2[CH:14]=[CH:15][CH:16]=[CH:17][C:9]=2[C:8]([CH:18]2[CH2:23][CH2:22][CH2:21][CH2:20][CH2:19]2)=[N:7]1)C.C(=O)([O-])[O-].[K+].[K+].Cl[CH2:32][C:33]([CH:35]1[CH2:39][CH2:38][CH2:37][CH2:36]1)=[O:34]>CN(C=O)C.[I-].C([N+](CCCC)(CCCC)CCCC)CCC.CC(OC)(C)C>[CH:18]1([C:8]2[C:9]3[CH:17]=[CH:16][CH:15]=[CH:14][C:10]=3[N:11]([CH2:32][C:33]([CH:35]3[CH2:39][CH2:38][CH2:37][CH2:36]3)=[O:34])[C:12](=[O:13])[N:6]([CH2:5][C:4]([OH:3])=[O:24])[N:7]=2)[CH2:23][CH2:22][CH2:21][CH2:20][CH2:19]1 |f:1.2.3,6.7|. Reported procedure: To a solution of (5-cyclohexyl-2-oxo-1,2-dihydro-benzo[e][1,2,4]triazepin-3-yl)-acetic acid ethyl ester (50 g, 151.7 mmol) in DMF (250 mL) was added potassium carbonate (325 mesh, 102 g, 738 mmol) and tetrabutylammonium iodide (46.0 g, 124.5 mmol). The resulting mixture was heated to about 50-55° C. and while at this temperature, 2-chloro-1-cyclopentylethanone (57.0 g, 373.5 mmol) was added drop-wise over a period of about 1 hr. The reaction mixture was then aged for 1 hr, cooled to ambient temp...